This data is from the Open Reaction Database (ORD), a public repository of structured organic reaction records. The task is: describe an organic reaction: reactants, conditions, products, and yield Reactants: CCOCC (ether), C(C1=CC=CC=C1)OC(NC1=CN=C(C2=CC(=C(C=C12)OC)OC)CNC(=O)OC(C)(C)C)=O ([1-(tert-Butoxycarbonylamino-methyl)-6,7-dimethoxy-isoquinolin-4-yl]-carbamic acid benzyl ester), C1CCOC1 (THF). Reagents/catalysts: [Pd] (Pd—C). Solvent: CCO (EtOH). The product is C(C)(C)(C)OC(NCC1=NC=C(C2=CC(=C(C=C12)OC)OC)N)=O ((4-Amino-6,7-dimethoxy-isoquinolin-1-ylmethyl)-carbamic acid tert-butyl ester). Isolated yield 89.0%. Reaction SMILES: C(OC(=O)[NH:10][C:11]1[C:20]2[C:15](=[CH:16][C:17]([O:23][CH3:24])=[C:18]([O:21][CH3:22])[CH:19]=2)[C:14]([CH2:25][NH:26][C:27]([O:29][C:30]([CH3:33])([CH3:32])[CH3:31])=[O:28])=[N:13][CH:12]=1)C1C=CC=CC=1.C1COCC1.CCOCC>CCO.[Pd]>[C:30]([O:29][C:27](=[O:28])[NH:26][CH2:25][C:14]1[C:15]2[C:20](=[CH:19][C:18]([O:21][CH3:22])=[C:17]([O:23][CH3:24])[CH:16]=2)[C:11]([NH2:10])=[CH:12][N:13]=1)([CH3:33])([CH3:31])[CH3:32]. Procedure: A solution of [1-(tert-Butoxycarbonylamino-methyl)-6,7-dimethoxy-isoquinolin-4-yl]-carbamic acid benzyl ester, in 45 mL of EtOH and 20 mL THF was hydrogenated at 1 atm (balloon) over 60 mg of 10% Pd—C for 3 h. The catalyst was removed by filtration through a plug of celite and the filtrate was concentrated to give a white film. Trituration with ether gave 534 mg (89%) of the 4-aminoisoquinoline as a white granular solid. H1-NMR (CDCl3): δ 7.84 (s, 1H), 7.36 (s, 1H), 7.02 (s, 1H), 6.00 (s, 1H), 4... The reactants are CSc1nccc(-c2c(-c3cccc(Br)c3)nc(-c3c(Cl)cccc3Cl)n2O)n1, O=Cc1c(Cl)cc(CO)cc1Cl. Product: CSc1nccc(-c2c(-c3cccc(Br)c3)nc(-c3c(Cl)cc(CO)cc3Cl)n2O)n1. As a reaction SMILES: [Cl:1][c:2]1[c:3](-[c:9]2[n:10]([OH:29])[c:11](-[c:21]3[n:22][c:23]([S:27][CH3:28])[n:24][cH:25][cH:26]3)[c:12](-[c:14]3[cH:15][c:16]([Br:20])[cH:17][cH:18][cH:19]3)[n:13]2)[c:4]([Cl:8])[cH:5][cH:6][cH:7]1.[Cl:30][c:31]1[cH:32][c:35]([CH2:36][OH:37])[cH:38][c:39]([Cl:40])[c:41]1[CH:33]=[O:34]>>[Cl:1][c:2]1[c:3](-[c:9]2[n:10]([OH:29])[c:11](-[c:21]3[n:22][c:23]([S:27][CH3:28])[n:24][cH:25][cH:26]3)[c:12](-[c:14]3[cH:15][c:16]([Br:20])[cH:17][cH:18][cH:19]3)[n:13]2)[c:4]([Cl:8])[cH:5][c:6]([CH2:33][OH:34])[cH:7]1. The reactants are ClC1=CC=C(C=C1)I (1-chloro-4-iodobenzene), cuprous chloride, ClC1=CC=C(OC2=CC=C(C=C2)OC)C=C1 (4-(4-chlorophenoxy)anisole), crude material, COC1=CC=C(C=C1)O (4-methoxyphenol), [OH-].[K+] (KOH), Br (HBr). The reagents and catalysts are [Cu] (copper). Run in C(C)O (ethanol), CC=1C=CC(=CC1)C (p-xylene), C(C)(=O)O (acetic acid). Yields the product ClC1=CC=C(OC2=CC=C(C=C2)O)C=C1 (4-(4-chlorophenoxy)phenol). RXN SMILES: COC1C=CC(O)=CC=1.[OH-].[K+].ClC1C=CC(I)=CC=1.[Cl:20][C:21]1[CH:35]=[CH:34][C:24]([O:25][C:26]2[CH:31]=[CH:30][C:29]([O:32]C)=[CH:28][CH:27]=2)=[CH:23][CH:22]=1.Br>C(O)C.[Cu].C(O)(=O)C.CC1C=CC(C)=CC=1>[Cl:20][C:21]1[CH:35]=[CH:34][C:24]([O:25][C:26]2[CH:31]=[CH:30][C:29]([OH:32])=[CH:28][CH:27]=2)=[CH:23][CH:22]=1 |f:1.2|. Procedure: The 4-(4-chlorophenoxy)phenol precurser was prepared as follows. A 1 L 3-necked flask equipped with a mechanical stirrer, a Dean-Stark trap carrying a reflux condenser, and a heating mantle, was charged with 4-methoxyphenol (35.9 g, 0.29 mol), 85 percent KOH (19.1 g, 0.29 mol) and p-xylene (350 mL), and the mixture was heated at reflux for 1 hour, thus removing the water of reaction azeotropically. The mixture was cooled, and 1-chloro-4-iodobenzene (69 g, 0.29 mol), copper powder (2.9 g, 46 mmol... Starting materials: C(C)[C@@H]1NCCOC1 ((S)-3-ethylmorpholine), ClC=1OC=2C(N1)=C(C=C(C2)Cl)C(=O)OC (methyl 2,6-dichlorobenzoxazole-4-carboxylate). Product: ClC=1C=C2C(N=C(O2)N2[C@H](COCC2)CC)=C(C1)C(=O)OC ((S)-methyl 6-chloro-2-(3-ethylmorpholino)benzoxazole-4-carboxylate). RXN SMILES: [CH2:1]([C@H:3]1[CH2:8][O:7][CH2:6][CH2:5][NH:4]1)[CH3:2].Cl[C:10]1[O:11][C:12]2[C:13](=[C:15]([C:20]([O:22][CH3:23])=[O:21])[CH:16]=[C:17]([Cl:19])[CH:18]=2)[N:14]=1>>[Cl:19][C:17]1[CH:18]=[C:12]2[O:11][C:10]([N:4]3[CH2:5][CH2:6][O:7][CH2:8][C@@H:3]3[CH2:1][CH3:2])=[N:14][C:13]2=[C:15]([C:20]([O:22][CH3:23])=[O:21])[CH:16]=1. Procedure details: Following general procedure GP-A, (S)-3-ethylmorpholine and methyl 2,6-dichlorobenzoxazole-4-carboxylate were coupled to provide (S)-methyl 6-chloro-2-(3-ethylmorpholino)benzoxazole-4-carboxylate. MS consistent. Reactants: Cl.C(C1=CC=CC=C1)OC([C@H]1NCCC1)=O (L-Proline benzyl ester hydrochloride), C1(=CC=C(C=C1)CC(=O)O)CC(=O)O (1,4-phenylenediacetic acid). Solvent: CCOC(=O)C (EtOAc). Product: C(=O)(O)[C@H]1N(CCC1)C(CC1=CC=C(C=C1)CC(=O)N1[C@@H](CCC1)C(=O)O)=O ((S)-1-[[4-[2-[(S)-2-Carboxy-pyrrolidin-1-yl]-2-oxo-ethyl]-phenyl]-acetyl]-pyrrolidine-2-carboxylic acid). Yield: 134.4%. As a reaction SMILES: Cl.C([O:9][C:10](=[O:16])[C@@H:11]1[CH2:15][CH2:14][CH2:13][NH:12]1)C1C=CC=CC=1.[C:17]1([CH2:27][C:28]([OH:30])=O)[CH:22]=[CH:21][C:20]([CH2:23][C:24]([OH:26])=O)=[CH:19][CH:18]=1>CCOC(C)=O>[C:10]([C@@H:11]1[CH2:15][CH2:14][CH2:13][N:12]1[C:28](=[O:30])[CH2:27][C:17]1[CH:18]=[CH:19][C:20]([CH2:23][C:24]([N:12]2[CH2:13][CH2:14][CH2:15][C@H:11]2[C:10]([OH:9])=[O:16])=[O:26])=[CH:21][CH:22]=1)([OH:16])=[O:9] |f:0.1|. Procedure details: Using General Procedure A with 1.0 g (4.1 mmol) L-Proline benzyl ester hydrochloride and 400 mg (2.1 mmol) 1,4-phenylenediacetic acid afforded, after flash chromatography (EtOAc), 1.07 g (91%) of the title compound as a colorless oil. The reactants are N[C@H](CO)C(=O)O (D-serine), S(=O)(Cl)Cl (thionyl chloride), C(O)([O-])=O.[Na+] (sodium hydrogen carbonate), ClC(=O)OCC1=CC=CC=C1 (benzyl chloroformate). Solvent: CO (methanol), O (water). Reaction conditions: time 4 hour. Yields the product C(C1=CC=CC=C1)OC(=O)N[C@H](CO)C(=O)OC (methyl N-[(benzyloxy)carbonyl]-D-serinate). Reaction SMILES: [NH2:1][C@@H:2]([C:5]([OH:7])=[O:6])[CH2:3][OH:4].S(Cl)(Cl)=O.[C:12](=O)([O-])O.[Na+].Cl[C:18]([O:20][CH2:21][C:22]1[CH:27]=[CH:26][CH:25]=[CH:24][CH:23]=1)=[O:19]>CO.O>[CH2:21]([O:20][C:18]([NH:1][C@@H:2]([C:5]([O:7][CH3:12])=[O:6])[CH2:3][OH:4])=[O:19])[C:22]1[CH:27]=[CH:26][CH:25]=[CH:24][CH:23]=1 |f:2.3|. Reported procedure: To a solution of D-serine (10.5 g) in methanol (100 mL) was added thionyl chloride (8.76 mL) under ice-cooling. The reaction mixture was stirred at room temperature for 4 hr, and to the reaction mixture were added sodium hydrogen carbonate (25.2 g) and benzyl chloroformate (17.1 mL). The reaction mixture was stirred at room temperature overnight, the reaction mixture was added to water, and the mixture was extracted with ethyl acetate. The organic layer was separated, washed with saturated brine... The reactants are C1COCCO1, CC(C)(C)OC(=O)N1CC2C=C([Sn](C)(C)C)CC2C1, CCOC(C)=O, Clc1ccc(-c2ccccc2)nn1, [Cs+], [F-]. The product is CC(C)(C)OC(=O)N1CC2C=C(c3ccc(-c4ccccc4)nn3)CC2C1. As a reaction SMILES: [CH2:35]1[O:36][CH2:37][CH2:38][O:39][CH2:40]1.[CH3:1][Sn:2]([C:3]1=[CH:17][CH:6]2[CH:5]([CH2:4]1)[CH2:9][N:8]([C:10](=[O:11])[O:12][C:13]([CH3:14])([CH3:15])[CH3:16])[CH2:7]2)([CH3:18])[CH3:19].[CH3:41][CH2:42][O:43][C:44](=[O:45])[CH3:46].[Cl:20][c:21]1[n:22][n:23][c:24](-[c:27]2[cH:28][cH:29][cH:30][cH:31][cH:32]2)[cH:25][cH:26]1.[Cs+:34].[F-:33]>>[C:3]1([c:21]2[n:22][n:23][c:24](-[c:27]3[cH:28][cH:29][cH:30][cH:31][cH:32]3)[cH:25][cH:26]2)=[CH:17][CH:6]2[CH:5]([CH2:4]1)[CH2:9][N:8]([C:10](=[O:11])[O:12][C:13]([CH3:14])([CH3:15])[CH3:16])[CH2:7]2.